Dataset: the Open Reaction Database (ORD), a public repository of structured organic reaction records. Task: describe an organic reaction: reactants, conditions, products, and yield Starting materials: [Cl-].[NH4+] (ammonium chloride), Cl (hydrochloride), C=O (formaldehyde), O (water), C(C)(=O)O (Acetic acid), BrC=1C=C(C=CC1)C1CCNCC1 (4-(3-bromo-phenyl)-piperidine), C(#N)[BH3-].[Na+] (Sodium cyanoborohydride). The solvent is CO (methanol). Conditions: temperature 10 celsius. The product is Cl.BrC=1C=C(C=CC1)C1CCN(CC1)C (4-(3-Bromo-phenyl)-1-methyl-piperidine hydrochloride), crude white solid. Isolated yield 41.0%. RXN SMILES: [Br:1][C:2]1[CH:3]=[C:4]([CH:8]2[CH2:13][CH2:12][NH:11][CH2:10][CH2:9]2)[CH:5]=[CH:6][CH:7]=1.[ClH:14].C=O.O.[C:18](O)(=O)C.C([BH3-])#N.[Na+].[Cl-].[NH4+]>CO>[ClH:14].[Br:1][C:2]1[CH:3]=[C:4]([CH:8]2[CH2:13][CH2:12][N:11]([CH3:18])[CH2:10][CH2:9]2)[CH:5]=[CH:6][CH:7]=1 |f:5.6,7.8,10.11|. Reported procedure: A mixture of 4-(3-bromo-phenyl)-piperidine; hydrochloride (1.0 g, 3.6 mmol), 37% formaldehyde in water (3.7 mL, 120 mmol), Acetic acid (0.25 mL, 4.4 mmol) and methanol (20 mL) was stirred for 15 minutes at room temperature. The mixture was cooled to 10° C. in an ice/water bath. Sodium cyanoborohydride (3.0 g, 48 mmol) was added portionwise. A mild exotherm was noted. The mixture was stirred and warmed to room temperature over 18 hours. The mixture was poured into saturated aqueous ammonium chlor...